From a dataset of the Open Reaction Database (ORD), a public repository of structured organic reaction records. describe an organic reaction: reactants, conditions, products, and yield The reactants are CC1=C(C=C(C=C1)O)[N+](=O)[O-] (4-methyl-3-nitrophenol), C([O-])([O-])=O.[K+].[K+] (potassium carbonate), 9, CI (methyl iodide). Yields the product COC1=CC(=C(C=C1)C)[N+](=O)[O-] (1-methoxy-4-methyl-3-nitrobenzene). Isolated yield 97.5%. Reaction SMILES: [CH3:1][C:2]1[CH:7]=[CH:6][C:5]([OH:8])=[CH:4][C:3]=1[N+:9]([O-:11])=[O:10].[C:12](=O)([O-])[O-].[K+].[K+].CI>>[CH3:12][O:8][C:5]1[CH:6]=[CH:7][C:2]([CH3:1])=[C:3]([N+:9]([O-:11])=[O:10])[CH:4]=1 |f:1.2.3|. Reported procedure: In the manner of Example 8, Step C, the reaction of 25.0 g (0.162 mole) of 4-methyl-3-nitrophenol, 23.3 g (0.168 mole) of potassium carbonate, and 34.1 9 (0.24 mole) of methyl iodide produced 26.4 g of 1-methoxy-4-methyl-3-nitrobenzene as an oil. Reactants: Cl (hydrochloric acid), BrC1=CC=C(C=C1)C1=COC2=C1C=C(C=C2)CC(=O)OCC (ethyl 3-(4-bromophenyl)benzofuran-5-acetate), ferric chloride, cuprous cyanide, N1=CC=CC=C1 (pyridine), ice water. The solvent is C(Cl)(Cl)Cl (chloroform). Run at time 20 hour. The product is C(#N)C1=CC=C(C=C1)C1=COC2=C1C=C(C=C2)CC(=O)OCC (ethyl 3-(4-cyanophenyl)benzofuran-5-acetate). RXN SMILES: Br[C:2]1[CH:7]=[CH:6][C:5]([C:8]2[C:12]3[CH:13]=[C:14]([CH2:17][C:18]([O:20][CH2:21][CH3:22])=[O:19])[CH:15]=[CH:16][C:11]=3[O:10][CH:9]=2)=[CH:4][CH:3]=1.[N:23]1C=CC=C[CH:24]=1.Cl>C(Cl)(Cl)Cl>[C:24]([C:2]1[CH:7]=[CH:6][C:5]([C:8]2[C:12]3[CH:13]=[C:14]([CH2:17][C:18]([O:20][CH2:21][CH3:22])=[O:19])[CH:15]=[CH:16][C:11]=3[O:10][CH:9]=2)=[CH:4][CH:3]=1)#[N:23]. Procedure details: A mixture of 99 g. (0.29 mole) of the known (Belgian Pat. No. 846,502, Example 22) compound ethyl 3-(4-bromophenyl)benzofuran-5-acetate in 40 g. of cuprous cyanide in 30 ml. of pyridine is heated at 160°-175 C. with stirring under a nitrogen atmosphere for 20 hours. To this solution is added 200 g. of ferric chloride, 100 ml. of concentrated hydrochloric acid, and 200 ml. of ice water with rapid stirring. Next, 300 ml. of chloroform is added, and the mixture is stirred for one hour, then filtere... The reactants are C(CCC)C=1NC(=C(N1)C(=O)OCC)C(=O)OCC (diethyl 2-butylimidazole-4,5-dicarboxylate), BrCC1=CC=C(C=C1)C=1C(=CC=CC1)C(=O)OC(C)(C)C (t-butyl 4'-bromomethylbiphenyl-2-carboxylate). Product: C(C)(C)(C)OC(=O)C1=C(C=CC=C1)C1=CC=C(C=C1)CN1C(=NC(=C1C(=O)OCC)C(=O)OCC)CCCC (Diethyl 1-[(2'-t-butoxycarbonylbiphenyl-4-yl)methyl]-2-butylimidazole-4,5-dicarboxylate). Isolated yield 96.6%. As a reaction SMILES: [CH2:1]([C:5]1[NH:6][C:7]([C:15]([O:17][CH2:18][CH3:19])=[O:16])=[C:8]([C:10]([O:12][CH2:13][CH3:14])=[O:11])[N:9]=1)[CH2:2][CH2:3][CH3:4].Br[CH2:21][C:22]1[CH:27]=[CH:26][C:25]([C:28]2[C:29]([C:34]([O:36][C:37]([CH3:40])([CH3:39])[CH3:38])=[O:35])=[CH:30][CH:31]=[CH:32][CH:33]=2)=[CH:24][CH:23]=1>>[C:37]([O:36][C:34]([C:29]1[CH:30]=[CH:31][CH:32]=[CH:33][C:28]=1[C:25]1[CH:26]=[CH:27][C:22]([CH2:21][N:9]2[C:8]([C:10]([O:12][CH2:13][CH3:14])=[O:11])=[C:7]([C:15]([O:17][CH2:18][CH3:19])=[O:16])[N:6]=[C:5]2[CH2:1][CH2:2][CH2:3][CH3:4])=[CH:23][CH:24]=1)=[O:35])([CH3:40])([CH3:39])[CH3:38]. Procedure details: Following a procedure similar to that described in Example 1(a), but using 8.0 g of diethyl 2-butylimidazole-4,5-dicarboxylate (prepared as described in Preparation 3) and 10.41 g of t-butyl 4'-bromomethylbiphenyl-2-carboxylate, 15.4 g of the title compound were obtained as a gum. The reactants are O=C(N1CCc2ccc(Cl)c(OS(=O)(=O)C(F)(F)F)c2CC1)C(F)(F)F, C#Cc1cccc(F)c1. The product is O=C(N1CCc2ccc(Cl)c(C#Cc3cccc(F)c3)c2CC1)C(F)(F)F. Reaction SMILES: [Cl:1][c:2]1[c:3]([O:19][S:20]([C:21]([F:22])([F:23])[F:24])(=[O:25])=[O:26])[c:4]2[c:5]([cH:17][cH:18]1)[CH2:6][CH2:7][N:8]([C:11]([C:12]([F:13])([F:14])[F:15])=[O:16])[CH2:9][CH2:10]2.[F:27][c:28]1[cH:29][c:30]([C:34]#[CH:35])[cH:31][cH:32][cH:33]1>>[Cl:1][c:2]1[c:3]([C:35]#[C:34][c:30]2[cH:29][c:28]([F:27])[cH:33][cH:32][cH:31]2)[c:4]2[c:5]([cH:17][cH:18]1)[CH2:6][CH2:7][N:8]([C:11]([C:12]([F:13])([F:14])[F:15])=[O:16])[CH2:9][CH2:10]2. Reactants: FC1=CC=C(C=C1)S(=O)(=O)N1C=C(C2=CC=C(C=C12)Cl)C1CCN(CC1)C (1-(4-Fluorophenylsulfonyl)-6-chloro-3-(1-methyl-4-piperidinyl)indole), ClC1=CC=C2C(=CNC2=C1)C1CCN(CC1)C (6-chloro-3-(1-methyl-4-piperidinyl)-1H-indole), FC1=CC=C(C=C1)S(=O)(=O)Cl (4-fluorophenylsulfonyl chloride). The product is ClC1=CC=C2C(=CN(C2=C1)S(=O)(=O)C1=CC=CC=C1)C1CCN(CC1)C (6-Chloro-3-(1-methyl-4-piperidinyl)-1-phenylsulfonylindole). Reaction SMILES: F[C:2]1[CH:7]=[CH:6][C:5]([S:8]([N:11]2[C:19]3[C:14](=[CH:15][CH:16]=[C:17]([Cl:20])[CH:18]=3)[C:13]([CH:21]3[CH2:26][CH2:25][N:24]([CH3:27])[CH2:23][CH2:22]3)=[CH:12]2)(=[O:10])=[O:9])=[CH:4][CH:3]=1.ClC1C=C2C(C(C3CCN(C)CC3)=CN2)=CC=1.FC1C=CC(S(Cl)(=O)=O)=CC=1>>[Cl:20][C:17]1[CH:18]=[C:19]2[C:14]([C:13]([CH:21]3[CH2:26][CH2:25][N:24]([CH3:27])[CH2:23][CH2:22]3)=[CH:12][N:11]2[S:8]([C:5]2[CH:6]=[CH:7][CH:2]=[CH:3][CH:4]=2)(=[O:10])=[O:9])=[CH:15][CH:16]=1. Procedure details: 1-(4-Fluorophenylsulfonyl)-6-chloro-3-(1-methyl-4-piperidinyl)indole: (26.8 mg, 65%), from 6-chloro-3-(1-methyl-4-piperidinyl)-1H-indole (Example 5b, 25 mg, 0.10 mmol) and 4-fluorophenylsulfonyl chloride (29.2 mg, 0.15 mmol), HRMS-FAB+ for C20H20N2O2SClF, calculated MH+ : 407.09964; found: 407.09929. The reactants are COC=1C=C(C(=O)N2CC(CC2)(C2=CC=CC=C2)CCN2CCC(CC2)NC2=NC3=C(N2)C=CC=C3)C=C(C1OC)OC (1-(3,4,5-trimethoxybenzoyl)-3-(2-(4-(1H-benzimidazol-2-yl-amino)piperidin-1-yl)ethyl)-3-phenylpyrrolidine), ClCC=C(C)C (1-chloro-3-methylbut-2-ene). The product is COC=1C=C(C(=O)N2CC(CC2)(C2=CC=CC=C2)CCN2CCC(CC2)NC2=NC3=C(N2CC=C(C)C)C=CC=C3)C=C(C1OC)OC (1-(3,4,5-trimethoxybenzoyl)-3-(2-(4-(1-(3-methylbut-2-en-1-yl)-1H-benzimidazol-2-yl-amino)piperidin-1-yl)ethyl)-3-phenylpyrrolidine). RXN SMILES: [CH3:1][O:2][C:3]1[CH:4]=[C:5]([CH:37]=[C:38]([O:42][CH3:43])[C:39]=1[O:40][CH3:41])[C:6]([N:8]1[CH2:12][CH2:11][C:10]([CH2:19][CH2:20][N:21]2[CH2:26][CH2:25][CH:24]([NH:27][C:28]3[NH:32][C:31]4[CH:33]=[CH:34][CH:35]=[CH:36][C:30]=4[N:29]=3)[CH2:23][CH2:22]2)([C:13]2[CH:18]=[CH:17][CH:16]=[CH:15][CH:14]=2)[CH2:9]1)=[O:7].Cl[CH2:45][CH:46]=[C:47]([CH3:49])[CH3:48]>>[CH3:43][O:42][C:38]1[CH:37]=[C:5]([CH:4]=[C:3]([O:2][CH3:1])[C:39]=1[O:40][CH3:41])[C:6]([N:8]1[CH2:12][CH2:11][C:10]([CH2:19][CH2:20][N:21]2[CH2:26][CH2:25][CH:24]([NH:27][C:28]3[N:29]([CH2:45][CH:46]=[C:47]([CH3:49])[CH3:48])[C:30]4[CH:36]=[CH:35][CH:34]=[CH:33][C:31]=4[N:32]=3)[CH2:23][CH2:22]2)([C:13]2[CH:14]=[CH:15][CH:16]=[CH:17][CH:18]=2)[CH2:9]1)=[O:7]. Reported procedure: Prepare by the method of Example 7.1 using 1-(3,4,5-trimethoxybenzoyl)-3-(2-(4-(1H-benzimidazol-2-yl-amino)piperidin-1-yl)ethyl)-3-phenylpyrrolidine (prepared from (−)-3-(2-hydroxyethyl)-3-phenylpyrrolidine (R,R)-di-p-anisoyltartaric acid salt) and 1-chloro-3-methylbut-2-ene to give the title compound. Reactants: BrCCCCBr, CC#N, N#Cc1ccc(Cl)cc1NC1CCCCC1N, [Na+], [Na+], O=C([O-])[O-]. Product: N#Cc1ccc(Cl)cc1NC1CCCCC1N1CCCC1. RXN SMILES: [Br:7][CH2:8][CH2:9][CH2:10][CH2:11][Br:12].[CH3:30][C:31]#[N:32].[NH2:13][CH:14]1[CH:15]([NH:20][c:21]2[c:22]([C:23]#[N:24])[cH:25][cH:26][c:27]([Cl:29])[cH:28]2)[CH2:16][CH2:17][CH2:18][CH2:19]1.[Na+:1].[Na+:2].[O-:3][C:4](=[O:5])[O-:6]>>[CH2:8]1[CH2:9][CH2:10][CH2:11][N:13]1[CH:14]1[CH:15]([NH:20][c:21]2[c:22]([C:23]#[N:24])[cH:25][cH:26][c:27]([Cl:29])[cH:28]2)[CH2:16][CH2:17][CH2:18][CH2:19]1. Reactants: COC(CC1=CC(=CC=C1)B1OC(C(O1)(C)C)(C)C)=O ([3-(4,4,5,5-tetramethyl-[1,3,2]-dioxaborolan-2-yl)-phenyl]-acetic acid methyl ester), BrC1=C(C=O)C=C(C=C1)C(F)(F)F (2-bromo-5-(trifluoromethyl)benzaldehyde). Product: COC(CC=1C=C(C=CC1)C1=C(C=C(C=C1)C(F)(F)F)C=O)=O ((2′-Formyl-4′-trifluoromethyl-biphenyl-3-yl)-acetic acid methyl ester). As a reaction SMILES: [CH3:1][O:2][C:3](=[O:20])[CH2:4][C:5]1[CH:10]=[CH:9][CH:8]=[C:7](B2OC(C)(C)C(C)(C)O2)[CH:6]=1.Br[C:22]1[CH:29]=[CH:28][C:27]([C:30]([F:33])([F:32])[F:31])=[CH:26][C:23]=1[CH:24]=[O:25]>>[CH3:1][O:2][C:3](=[O:20])[CH2:4][C:5]1[CH:6]=[C:7]([C:22]2[CH:29]=[CH:28][C:27]([C:30]([F:33])([F:32])[F:31])=[CH:26][C:23]=2[CH:24]=[O:25])[CH:8]=[CH:9][CH:10]=1. Reported procedure: Prepared according to the procedure described in Example 1, Step 4, using the following starting materials: [3-(4,4,5,5-tetramethyl-[1,3,2]-dioxaborolan-2-yl)-phenyl]-acetic acid methyl ester and 2-bromo-5-(trifluoromethyl)benzaldehyde.